describe an organic reaction: reactants, conditions, products, and yield From a dataset of the Open Reaction Database (ORD), a public repository of structured organic reaction records. The reactants are C1(=CC=CC=C1)S(=O)(=O)C=1C=CC2=C(N(CCO2)C(CC#N)=O)C1 (3-(6-benzenesulfonyl-2,3-dihydro-benzo[1,4]oxazin-4-yl)-3-oxo-propionitrile), Cl (HCl), C(CN)N (ethylene diamine). Reaction SMILES: [C:1]1([S:7]([C:10]2[CH:11]=[CH:12][C:13]3[O:18][CH2:17][CH2:16][N:15]([C:19](=[O:23])[CH2:20][C:21]#[N:22])[C:14]=3[CH:24]=2)(=[O:9])=[O:8])[CH:6]=[CH:5][CH:4]=[CH:3][CH:2]=1.Cl.[CH2:26](N)[CH2:27][NH2:28]>>[C:1]1([S:7]([C:10]2[CH:11]=[CH:12][C:13]3[O:18][CH2:17][CH2:16][N:15]([C:19](=[O:23])[CH2:20][C:21]4[NH:28][CH2:27][CH2:26][N:22]=4)[C:14]=3[CH:24]=2)(=[O:8])=[O:9])[CH:2]=[CH:3][CH:4]=[CH:5][CH:6]=1. Procedure: 1-(6-Benzenesulfonyl-2,3-dihydro-benzo[1,4]oxazin-4-yl)-2-(4,5-dihydro-1H-imidazol-2-yl)-ethanone was prepared by treatment of 3-(6-benzenesulfonyl-2,3-dihydro-benzo[1,4]oxazin-4-yl)-3-oxo-propionitrile with HCl followed by ethylene diamine using the procedure described in Example 2. mp: 114-116.1° C. Yields the product C1(=CC=CC=C1)S(=O)(=O)C=1C=CC2=C(N(CCO2)C(CC=2NCCN2)=O)C1 (1-(6-Benzenesulfonyl-2,3-dihydro-benzo[1,4]oxazin-4-yl)-2-(4,5-dihydro-1H-imidazol-2-yl)-ethanone). Starting materials: ClCCl, O=C(O)C1CC1, [Cl-], [Cl-], Clc1cncc(N2CCNCC2)n1, Cl, [Na+], [Na+], O=C([O-])[O-], O. The product is O=C(C1CC1)N1CCN(c2cncc(Cl)n2)CC1. Reaction SMILES: [CH2:22]([Cl:23])[Cl:24].[CH:16]1([C:19](=[O:20])[OH:21])[CH2:17][CH2:18]1.[Cl-:15].[Cl-:25].[Cl:2][c:3]1[cH:4][n:5][cH:6][c:7]([N:9]2[CH2:10][CH2:11][NH:12][CH2:13][CH2:14]2)[n:8]1.[ClH:1].[Na+:26].[Na+:27].[O-:28][C:29](=[O:30])[O-:31].[OH2:32]>>[Cl:2][c:3]1[cH:4][n:5][cH:6][c:7]([N:9]2[CH2:10][CH2:11][N:12]([C:19]([CH:16]3[CH2:17][CH2:18]3)=[O:20])[CH2:13][CH2:14]2)[n:8]1.